This data is from the Open Reaction Database (ORD), a public repository of structured organic reaction records. The task is: describe an organic reaction: reactants, conditions, products, and yield Starting materials: C(C(C)(C)C)(=O)Cl (pivaloyl chloride), [C@@H]1([C@H](O)[C@H](O)[C@@H](CO)O1)N1C=NC=2C(N)=NC=NC12 (Adenosine), Cl (hydrochloric acid), C[O-].[Na+] (sodium methoxide), [BH4-].[Na+] (sodium borohydride), CS(=O)(=O)Cl (Methanesulfonyl chloride), [BH4-].[Na+] (NaBH4). Solvent: CC(=O)C (acetone), N1=CC=CC=C1 (pyridine), O (water), C(C)O (Ethanol). Reaction conditions: temperature -15 celsius, time 1.5 hour. Yields the product [C@@H]1([C@@H](O)C[C@H](O1)CO)N1C2=NC=NC(=C2N=C1)N (9-(3-deoxy-β-D-threo-pentofuranosyl) adenine). As a reaction SMILES: [C@@H:1]1([N:10]2[C:19]3[N:18]=[CH:17][N:16]=[C:14]([NH2:15])[C:13]=3[N:12]=[CH:11]2)[O:9][C@H:6]([CH2:7][OH:8])[C@@H:4](O)[C@H:2]1[OH:3].C(Cl)(=O)C(C)(C)C.CS(Cl)(=O)=O.C[O-].[Na+].[BH4-].[Na+].Cl>N1C=CC=CC=1.C(O)C.CC(C)=O.O>[C@@H:1]1([N:10]2[CH:11]=[N:12][C:13]3[C:19]2=[N:18][CH:17]=[N:16][C:14]=3[NH2:15])[O:9][C@H:6]([CH2:7][OH:8])[CH2:4][C@@H:2]1[OH:3] |f:3.4,5.6|. Procedure details: Adenosine (5.0 g, 18.7 mmol) was suspended in dry pyridine (50 ml) and colled to -15° C. To the suspension was added pivaloyl chloride (7.0 ml, 56.8 mmol), and the mixture was first stirred at -15° C. for 1.5 hour, and then at 0° C. for 2 hours. Methanesulfonyl chloride (4.3 ml, 55.6 mmol) was added dropwise to the reaction mixture under ice cooling. The mixture was stirred at room temperature for 3 hours, the cooled with ice again. A small amount of water was added and stirred for 30 minutes. T... Starting materials: [Br-], NC(=[NH2+])SC(c1ccccc1)c1ccccc1, NC(=O)CCl. Product: NC(=O)CSC(c1ccccc1)c1ccccc1. Reaction SMILES: [Br-:1].[CH:2]([c:3]1[cH:4][cH:5][cH:6][cH:7][cH:8]1)([c:9]1[cH:10][cH:11][cH:12][cH:13][cH:14]1)[S:15][C:16]([NH2:17])=[NH2+:18].[Cl:19][CH2:20][C:21](=[O:22])[NH2:23]>>[CH:2]([c:3]1[cH:4][cH:5][cH:6][cH:7][cH:8]1)([c:9]1[cH:10][cH:11][cH:12][cH:13][cH:14]1)[S:15][CH2:16][C:21](=[O:22])[NH2:23]. Starting materials: CO, O=[N+]([O-])c1ccc2c(c1)SCCN2CCN1CCCC1, NN, O. Product: Nc1ccc2c(c1)SCCN2CCN1CCCC1. Reaction SMILES: [CH3:24][OH:25].[N+:1]([O-:2])(=[O:3])[c:4]1[cH:5][cH:6][c:7]2[c:8]([cH:20]1)[S:9][CH2:10][CH2:11][N:12]2[CH2:13][CH2:14][N:15]1[CH2:16][CH2:17][CH2:18][CH2:19]1.[NH2:22][NH2:23].[OH2:21]>>[NH2:1][c:4]1[cH:5][cH:6][c:7]2[c:8]([cH:20]1)[S:9][CH2:10][CH2:11][N:12]2[CH2:13][CH2:14][N:15]1[CH2:16][CH2:17][CH2:18][CH2:19]1. Reactants: C(Cl)Cl (CH2Cl2), C(#N)C(C)O (cyanoethanol), O=P(Cl)(Cl)Cl (POCl3), C(=O)(OC)CCCOC(C1=CC(=CC=C1)O)=C1C2CC3CC(CC1C3)C2 ([(3-carbomethoxypropoxy)-(3-hydroxyphenyl)methylene]tricyclo[3.3.1.13,7 ]decane). Solvent: ClCl.N1=CC=CC=C1 (Cl2 pyridine), N1=CC=CC=C1 (Pyridine). Reaction conditions: time 15 minute. Yields the product C(=O)(OC)CCCOC(C1=CC(=CC=C1)OP(=O)(CCC#N)CCC#N)=C1C2CC3CC(CC1C3)C2 ([(3-carbomethoxypropoxy)-(3-(bis-(2-cyanoethyl)phosphoryloxy)phenyl)methylene]tricyclo[3.3.1.13,7 ]decane). RXN SMILES: C(Cl)Cl.[O:4]=[P:5](Cl)(Cl)Cl.[C:9]([CH2:13][CH2:14][CH2:15][O:16][C:17](=[C:25]1[CH:32]2[CH2:33][CH:28]3[CH2:29][CH:30]([CH2:34][CH:26]1[CH2:27]3)[CH2:31]2)[C:18]1[CH:23]=[CH:22][CH:21]=[C:20]([OH:24])[CH:19]=1)([O:11][CH3:12])=[O:10].[C:35]([CH:37](O)[CH3:38])#[N:36]>ClCl.N1C=CC=CC=1.N1C=CC=CC=1>[C:9]([CH2:13][CH2:14][CH2:15][O:16][C:17](=[C:25]1[CH:26]2[CH2:34][CH:30]3[CH2:29][CH:28]([CH2:33][CH:32]1[CH2:31]3)[CH2:27]2)[C:18]1[CH:23]=[CH:22][CH:21]=[C:20]([O:24][P:5]([CH2:38][CH2:37][C:35]#[N:36])([CH2:38][CH2:37][C:35]#[N:36])=[O:4])[CH:19]=1)([O:11][CH3:12])=[O:10] |f:4.5|. Procedure: A flask containing 5 mL of CH2Cl2 under a layer of argon was cooled in an ice bath. Pyridine (0.5 mL) was added followed by slow addition of POCl3 (465 mg) and stirring continued for 15 min. A solution of the alkene (360 mg) from step (g) in 0.5 mL of 1:1 CH2 Cl2 /pyridine was added dropwise. The ice bath was removed and the solution stirred for 135 min. To this solution was added 1.0 mL of pyridine and 0.69 mL of 2-cyanoethanol. The reaction mixture was stirred for 4 hours resulting in formatio... Starting materials: N1(CCC2(CC1)CNC1=CC=CC=C12)C(=O)OCC1=CC=CC=C1 (benzyl spiro[indoline-3,4′-piperidine]-1′-carboxylate), BrC1=CC=CC=C1 (bromobenzene), 4,5-(diphenyl-phosphino)-9,9-dimethyl xanthene, C([O-])([O-])=O.[Cs+].[Cs+] (cesium carbonate). Reagents/catalysts: C(C)(=O)[O-].[Pd+2].C(C)(=O)[O-] (palladium acetate). Solvent: O1CCOCC1 (dioxane). Run at temperature 100 celsius, time 5 hour. Product: C1(=CC=CC=C1)N1CC2(CCN(CC2)C(=O)OCC2=CC=CC=C2)C2=CC=CC=C12 (Benzyl 1-phenylspiro[indoline-3,4′-piperidine]-1′-carboxylate). Yield: 86.3%. Reaction SMILES: [N:1]1([C:15]([O:17][CH2:18][C:19]2[CH:24]=[CH:23][CH:22]=[CH:21][CH:20]=2)=[O:16])[CH2:6][CH2:5][C:4]2([C:14]3[C:9](=[CH:10][CH:11]=[CH:12][CH:13]=3)[NH:8][CH2:7]2)[CH2:3][CH2:2]1.Br[C:26]1[CH:31]=[CH:30][CH:29]=[CH:28][CH:27]=1.C(=O)([O-])[O-].[Cs+].[Cs+]>C([O-])(=O)C.[Pd+2].C([O-])(=O)C.O1CCOCC1>[C:26]1([N:8]2[C:9]3[C:14](=[CH:13][CH:12]=[CH:11][CH:10]=3)[C:4]3([CH2:3][CH2:2][N:1]([C:15]([O:17][CH2:18][C:19]4[CH:20]=[CH:21][CH:22]=[CH:23][CH:24]=4)=[O:16])[CH2:6][CH2:5]3)[CH2:7]2)[CH:31]=[CH:30][CH:29]=[CH:28][CH:27]=1 |f:2.3.4,5.6.7|. Procedure details: To a solution of benzyl spiro[indoline-3,4′-piperidine]-1′-carboxylate (1.5 g, 4.65 mmol) in 1-4, dioxane (5 mL) is added bromobenzene (0.803 g, 5.115 mmol), 4,5-(diphenyl-phosphino)-9,9-dimethyl xanthene (0.807 g, 1.395 mmol) and cesium carbonate (4.54 g, 13.95 mmol) at 0° C. The reaction mixture is purged with nitrogen gas for 15 minutes and palladium acetate (0.062 g, 0.279 mmol) is added. The mixture is stirred at 100° C. for 5 hours, filtered, diluted with ammonium chloride solution, extrac... Reactants: ClC1=CC=C2C(=CN(C2=C1)CC(=O)O)C(=O)N1CCN(CC1)C1=C(C=CC=C1)F ({6-chloro-3-[4-(2-fluoro-phenyl)-piperazine-1-carbonyl]-indol-1-yl}-acetic acid), C(C)(C)(C)OC(N(C)CCN)=O ((2-amino-ethyl)-methyl-carbamic acid tert-butyl ester), Cl (HCl). The product is ClC1=CC=C2C(=CN(C2=C1)CC(=O)NCCNC)C(=O)N1CCN(CC1)C1=C(C=CC=C1)F (2-{6-Chloro-3-[4-(2-fluoro-phenyl)-piperazine-1-carbonyl]-indol-1-yl}-N-(2-methylamino-ethyl)-acetamide). Reaction SMILES: [Cl:1][C:2]1[CH:10]=[C:9]2[C:5]([C:6]([C:15]([N:17]3[CH2:22][CH2:21][N:20]([C:23]4[CH:28]=[CH:27][CH:26]=[CH:25][C:24]=4[F:29])[CH2:19][CH2:18]3)=[O:16])=[CH:7][N:8]2[CH2:11][C:12]([OH:14])=O)=[CH:4][CH:3]=1.C(O[C:35](=O)[N:36]([CH2:38][CH2:39][NH2:40])C)(C)(C)C.Cl>>[Cl:1][C:2]1[CH:10]=[C:9]2[C:5]([C:6]([C:15]([N:17]3[CH2:18][CH2:19][N:20]([C:23]4[CH:28]=[CH:27][CH:26]=[CH:25][C:24]=4[F:29])[CH2:21][CH2:22]3)=[O:16])=[CH:7][N:8]2[CH2:11][C:12]([NH:40][CH2:39][CH2:38][NH:36][CH3:35])=[O:14])=[CH:4][CH:3]=1. Procedure: Following general procedure II, the alkylation of {6-chloro-3-[4-(2-fluoro-phenyl)-piperazine-1-carbonyl]-indol-1-yl}-acetic acid (preparation described herein), with (commercially available) (2-amino-ethyl)-methyl-carbamic acid tert-butyl ester gave, after treatment with HCl and neutralisation, the title compound. Reactants: COCCOC, Clc1cnc(Cl)c(Cl)c1, Cn1nc(-c2c(F)cccc2Cl)nc1-c1ccc(CO)c(Cl)c1, [H-], [Na+], O. The product is Cn1nc(-c2c(F)cccc2Cl)nc1-c1ccc(COc2ncc(Cl)cc2Cl)c(Cl)c1. As a reaction SMILES: [CH3:36][O:37][CH2:38][CH2:39][O:40][CH3:41].[Cl:26][c:27]1[n:28][cH:29][c:30]([Cl:34])[cH:31][c:32]1[Cl:33].[Cl:3][c:4]1[c:5](-[c:11]2[n:12][n:13]([CH3:25])[c:14](-[c:16]3[cH:17][c:18]([Cl:24])[c:19]([CH2:22][OH:23])[cH:20][cH:21]3)[n:15]2)[c:6]([F:10])[cH:7][cH:8][cH:9]1.[H-:1].[Na+:2].[OH2:35]>>[Cl:3][c:4]1[c:5](-[c:11]2[n:12][n:13]([CH3:25])[c:14](-[c:16]3[cH:17][c:18]([Cl:24])[c:19]([CH2:22][O:23][c:27]4[n:28][cH:29][c:30]([Cl:34])[cH:31][c:32]4[Cl:33])[cH:20][cH:21]3)[n:15]2)[c:6]([F:10])[cH:7][cH:8][cH:9]1. Reactants: [N+](=O)([O-])CC1C2=C(B(O1)O)C=CC=C2 (3-Nitromethyl-3H-benzo[c][1,2]oxaborol-1-ol), [N+](=O)(O)[O-] (HNO3). Product: [N+](=O)([O-])C=1C=CC2=C(B(OC2C[N+](=O)[O-])O)C1 (6-Nitro-3-nitromethyl-3H-benzo[c][1,2]oxaborol-1-ol). Reaction SMILES: [N+:1]([CH2:4][CH:5]1[O:9][B:8]([OH:10])[C:7]2[CH:11]=[CH:12][CH:13]=[CH:14][C:6]1=2)([O-:3])=[O:2].[N+:15]([O-])([OH:17])=[O:16]>>[N+:15]([C:12]1[CH:13]=[CH:14][C:6]2[CH:5]([CH2:4][N+:1]([O-:3])=[O:2])[O:9][B:8]([OH:10])[C:7]=2[CH:11]=1)([O-:17])=[O:16]. Procedure: 3-Nitromethyl-3H-benzo[c][1,2]oxaborol-1-ol (20.0 g, 104 mmol) was added in small portions with stirring over 2 h to fuming HNO3 (200 mL) at −45° C. (bath temp). The cold reaction mixture was then poured into crushed ice and allowed to warm to rt. The aqueous phase was extracted with EtOAc. The EtOAc phase was concentrated in vacuo and the residue was poured into crushed ice. The precipitate was filtered and washed with H2O. The solid was dissolved in EtOAc, dried (Na2SO4), and concentrated in v... Starting materials: N[C@@H](CC(OC(C)(C)C)=O)C(=O)O (Asp(OtBu)-OH), COC1=C(C(=C(C(=C1)C)S(=O)(=O)Cl)C)C ((4-methoxy-2,3,6-trimethylphenyl)sulfonylchloride), Cl.NC1=NC=CC2=CC(=CC=C12)CC(C(N1CCCCC1)=O)NC(CNS(=O)(=O)C=1C(=C(C2=C(CCC(O2)(C)C)C1C)C)C)=O (N-[1-[(1-Amino-6-isoquinolinyl)methyl]-2-oxo-2-(1-piperidinyl)ethyl]-2-[[(3,4-dihydro-2,2,5,7,8-pentamethyl-2H-1-benzopyran-6-yl)sulfonyl]amino]acetamide hydrochloride), NC1=NC=CC2=CC(=CC=C12)CC(C(N1CCOCC1)=O)NC([O-])=O (1-[(1-amino-6-isoquinolinyl)methyl]-2-oxo-2-(4-morpholinyl)ethylcarbamate), (2S)-2-[[(4-methoxy-2,3,6-trimethylphenyl)sulfonyl]amino]butanedioic acid 4-(1-dimethylethyl)ester, 5b. The product is Cl.CC(C)(C)OC(C[C@@H](C(=O)NC(C(N1CCOCC1)=O)CC=1C=C2C=CN=C(C2=CC1)N)NS(=O)(=O)C1=C(C(=C(C=C1C)OC)C)C)=O ((3S)-4-[[1-[(1-amino-6-isoquinolinyl)methyl]-2-oxo-2-(4-morpholinyl)ethyl]amino]-3-[[(4-methoxy-2,3,6-trimethylphenyl)sulfonyl]amino]-4-oxo-butanoic acid 1,1-dimethylethylester hydrochloride). RXN SMILES: Cl.NC1C2C(=CC(CC(N[C:24](=O)[CH2:25][NH:26][S:27]([C:30]3[C:31]([CH3:44])=[C:32]([CH3:43])[C:33]4[O:38][C:37](C)(C)CC[C:34]=4[C:41]=3[CH3:42])(=[O:29])=[O:28])C(=O)N3CCCCC3)=CC=2)C=CN=1.[NH2:46][C:47]1[C:56]2[C:51](=[CH:52][C:53]([CH2:57][CH:58]([NH:67][C:68](=O)[O-:69])[C:59](=[O:66])[N:60]3[CH2:65][CH2:64][O:63][CH2:62][CH2:61]3)=[CH:54][CH:55]=2)[CH:50]=[CH:49][N:48]=1.N[C@H](C(O)=O)C[C:74](=[O:80])[O:75][C:76]([CH3:79])([CH3:78])[CH3:77].COC1C=C(C)C(S([Cl:96])(=O)=O)=C(C)C=1C>>[ClH:96].[CH3:77][C:76]([O:75][C:74](=[O:80])[CH2:24][C@H:25]([NH:26][S:27]([C:30]1[C:41]([CH3:42])=[CH:34][C:33]([O:38][CH3:37])=[C:32]([CH3:43])[C:31]=1[CH3:44])(=[O:28])=[O:29])[C:68]([NH:67][CH:58]([CH2:57][C:53]1[CH:52]=[C:51]2[C:56](=[CH:55][CH:54]=1)[C:47]([NH2:46])=[N:48][CH:49]=[CH:50]2)[C:59](=[O:66])[N:60]1[CH2:61][CH2:62][O:63][CH2:64][CH2:65]1)=[O:69])([CH3:79])[CH3:78] |f:0.1,5.6|. Procedure details: Protection of 0.23 g of amino acid 1i and subsequently coupling with morpholine according to the procedure described for 5a yielded 1,1-dimethylethyl[1-[(1-amino-6-isoquinolinyl)methyl]-2-oxo-2-(4-morpholinyl)ethylcarbamate. The procedure described for 5c was used for the deprotection of 90 mg of 1,1-dimethylethyl[1-[(1-amino-6-isoquinolinyl)methyl]-2-oxo-2-(4-morpholinyl)ethylcarbamate and coupling with 96 mg of (2S)-2-[[(4-methoxy-2,3,6-trimethylphenyl)sulfonyl]amino]butanedioic acid 4-(1-dime...